This data is from the Open Reaction Database (ORD), a public repository of structured organic reaction records. The task is: describe an organic reaction: reactants, conditions, products, and yield Reactants: [N+](=O)([O-])C1=CC=C(C=C1)NC(C1=CC=CC=C1)=O (N-(4-nitrophenyl)benzamide), C(C1=CC=CC=C1)(=O)N (Benzamide), [OH-].C[N+](C)(C)C (tetramethylammonium hydroxide), O=O (oxygen). The solvent is [N+](=O)([O-])C1=CC=CC=C1 (nitrobenzene), CO.C(C)#N (Methanol acetonitrile). The product is [N+](=O)([O-])C1=CC=C(C(=O)NC2=CC=CC=C2)C=C1 (4-nitrobenzanilide). The yield is 20.0%. RXN SMILES: C(N)(=O)[C:2]1[CH:7]=[CH:6]C=[CH:4][CH:3]=1.[OH-:10].[CH3:11][N+:12]([CH3:15])(C)C.O=O.[N+:18]([C:21]1[CH:26]=[CH:25][C:24](NC(=O)C2C=CC=CC=2)=[CH:23][CH:22]=1)([O-:20])=[O:19]>[N+](C1C=CC=CC=1)([O-])=O.CO.C(#N)C>[N+:18]([C:21]1[CH:22]=[CH:23][C:24]([C:11]([NH:12][C:15]2[CH:6]=[CH:7][CH:2]=[CH:3][CH:4]=2)=[O:10])=[CH:25][CH:26]=1)([O-:20])=[O:19] |f:1.2,6.7|. Procedure: Benzamide (10 mmole) and 10 mmole of tetramethylammonium hydroxide in 10 g of nitrobenzene was stirred at 75°-80° C./56-63 psi (3.9 -4.4 kg/cm2) oxygen for 12 hours. Methanol/acetonitrile (4:6) (10 mL)solution was then added to homogenize the solution. A weighted aliquot was sampled for HPLC assay and revealed 20% yield of 4-nitrobenzanilide, i.e.,N-(4-nitrophenyl)benzamide. No azoxybenzene was detected. As a reaction SMILES: [C:58]([O:59][CH2:60][CH3:61])(=[O:62])[CH3:63].[CH3:52][CH2:53][CH2:54][CH2:55][CH2:56][CH3:57].[Cl-:1].[NH:39]([CH2:40][C:41](=[O:42])[O:43][CH2:44][CH3:45])[CH2:46][C:47](=[O:48])[O:49][CH2:50][CH3:51].[c:2]1(-[c:33]2[cH:34][cH:35][cH:36][cH:37][cH:38]2)[cH:3][cH:4][c:5]([O:8][CH2:9][CH2:10][CH2:11][CH2:12][CH2:13][CH2:14][O:15][c:16]2[cH:17][cH:18][c:19]([O:25][CH2:26][c:27]3[cH:28][cH:29][cH:30][cH:31][cH:32]3)[c:20]([C:21](=[O:22])[OH:23])[cH:24]2)[cH:6][cH:7]1>>[c:2]1(-[c:33]2[cH:34][cH:35][cH:36][cH:37][cH:38]2)[cH:3][cH:4][c:5]([O:8][CH2:9][CH2:10][CH2:11][CH2:12][CH2:13][CH2:14][O:15][c:16]2[cH:17][cH:18][c:19]([O:25][CH2:26][c:27]3[cH:28][cH:29][cH:30][cH:31][cH:32]3)[c:20]([C:21](=[O:22])[N:39]([CH2:40][C:41](=[O:42])[O:43][CH2:44][CH3:45])[CH2:46][C:47](=[O:48])[O:49][CH2:50][CH3:51])[cH:24]2)[cH:6][cH:7]1. Product: CCOC(=O)CN(CC(=O)OCC)C(=O)c1cc(OCCCCCCOc2ccc(-c3ccccc3)cc2)ccc1OCc1ccccc1. The reactants are CCOC(C)=O, CCCCCC, [Cl-], CCOC(=O)CNCC(=O)OCC, O=C(O)c1cc(OCCCCCCOc2ccc(-c3ccccc3)cc2)ccc1OCc1ccccc1. Starting materials: O (water), [H-].[Na+] (Sodium hydride), OC=1C=C2C=CC(=CC2=CC1)CN1C=C(C(=C1)C1=CC=CC=C1)CCC(=O)OCC (ethyl 3-[1-(6-hydroxy-2-naphthylmethyl)-4-phenyl-3-pyrrolyl]propionate), ClCC=1N=C(OC1C)C1=CC=CC=C1 (4-Chloromethyl-5-methyl-2-phenyloxazole). Run in CN(C=O)C (N,N-dimethylformamide). Conditions: time 30 minute. Product: CC1=C(N=C(O1)C1=CC=CC=C1)COC=1C=C2C=CC(=CC2=CC1)CN1C=C(C(=C1)C1=CC=CC=C1)CCC(=O)OCC (ethyl 3-[1-[6-(5-methyl-2-phenyl-4-oxazolylmethoxy)-2-naphthylmethyl]-4-phenyl-3-pyrrolyl]propionate). The yield is 59.1%. As a reaction SMILES: [H-].[Na+].[OH:3][C:4]1[CH:5]=[C:6]2[C:11](=[CH:12][CH:13]=1)[CH:10]=[C:9]([CH2:14][N:15]1[CH:19]=[C:18]([C:20]3[CH:25]=[CH:24][CH:23]=[CH:22][CH:21]=3)[C:17]([CH2:26][CH2:27][C:28]([O:30][CH2:31][CH3:32])=[O:29])=[CH:16]1)[CH:8]=[CH:7]2.Cl[CH2:34][C:35]1[N:36]=[C:37]([C:41]2[CH:46]=[CH:45][CH:44]=[CH:43][CH:42]=2)[O:38][C:39]=1[CH3:40].O>CN(C)C=O>[CH3:40][C:39]1[O:38][C:37]([C:41]2[CH:42]=[CH:43][CH:44]=[CH:45][CH:46]=2)=[N:36][C:35]=1[CH2:34][O:3][C:4]1[CH:5]=[C:6]2[C:11](=[CH:12][CH:13]=1)[CH:10]=[C:9]([CH2:14][N:15]1[CH:19]=[C:18]([C:20]3[CH:25]=[CH:24][CH:23]=[CH:22][CH:21]=3)[C:17]([CH2:26][CH2:27][C:28]([O:30][CH2:31][CH3:32])=[O:29])=[CH:16]1)[CH:8]=[CH:7]2 |f:0.1|. Procedure details: Sodium hydride (60%, oily, 36.0 mg) was added to a solution of ethyl 3-[1-(6-hydroxy-2-naphthylmethyl)-4-phenyl-3-pyrrolyl]propionate (360 mg) in N,N-dimethylformamide (10 ml) at 0° C., and the mixture was stirred at room temperature for 30 minutes. 4-Chloromethyl-5-methyl-2-phenyloxazole (207 mg) was added to the mixture, which was stirred at room temperature for 1 hour. The reaction mixture was poured into water, which was extracted with ethyl acetate. The ethyl acetate layer was washed with s... The reactants are OCCCNC1C(CCCC1)C(O)C1=CC=CC=C1 (N-(3-hydroxypropyl)-N-[2-[phenyl(hydroxy)methyl]cyclohexyl]amine), [OH-].[Na+] (sodium hydroxide). Run in Cl (hydrochloric acid). The product is OCCCNC1C(CCCC1)=CC1=CC=CC=C1 (N-(3-hydroxypropyl)-N-[2-(phenylmethylene)cyclohexyl]amine). As a reaction SMILES: [OH:1][CH2:2][CH2:3][CH2:4][NH:5][CH:6]1[CH2:11][CH2:10][CH2:9][CH2:8][CH:7]1[CH:12]([C:14]1[CH:19]=[CH:18][CH:17]=[CH:16][CH:15]=1)O.[OH-].[Na+]>Cl>[OH:1][CH2:2][CH2:3][CH2:4][NH:5][CH:6]1[CH2:11][CH2:10][CH2:9][CH2:8][C:7]1=[CH:12][C:14]1[CH:19]=[CH:18][CH:17]=[CH:16][CH:15]=1 |f:1.2|. Reported procedure: A mixture of N-(3-hydroxypropyl)-N-[2-[phenyl(hydroxy)methyl]cyclohexyl]amine, from step (a) above, 50 g (0.19 mole) and 250 ml of concentrated hydrochloric acid was heated on a steam bath for 1.5 hr. The resulting solution was cooled in ice, basified with 20% aqueous sodium hydroxide solution and the product was extracted well with diethyl ether. The ether extract was dried with magnesium sulfate and evaporated to give 45.3 g of N-(3-hydroxypropyl)-N-[2-(phenylmethylene)cyclohexyl]amine, as an ... The reactants are FC(OCCN1C(=NC2=C1C=CC=C2)NC2CCN(CC2)C(=O)OC(C)(C)C)(F)F ((1-(2-(trifluoromethoxy)ethyl)-1H-benzimidazol-2-yl)(1-(t-butoxycarbonyl)piperidin-4-yl)amine), Cl (hydrochloric acid). The solvent is O1CCOCC1 (dioxane). Reaction conditions: time 1 hour. Product: Cl.FC(OCCN1C(=NC2=C1C=CC=C2)NC2CCNCC2)(F)F ((1-(2-(trifluoromethoxy)ethyl)-1H-benzimidazol-2-yl)(piperidin-4-yl)amine hydrochloric acid salt). As a reaction SMILES: [F:1][C:2]([F:30])([F:29])[O:3][CH2:4][CH2:5][N:6]1[C:10]2[CH:11]=[CH:12][CH:13]=[CH:14][C:9]=2[N:8]=[C:7]1[NH:15][CH:16]1[CH2:21][CH2:20][N:19](C(OC(C)(C)C)=O)[CH2:18][CH2:17]1.[ClH:31]>O1CCOCC1>[ClH:31].[F:30][C:2]([F:1])([F:29])[O:3][CH2:4][CH2:5][N:6]1[C:10]2[CH:11]=[CH:12][CH:13]=[CH:14][C:9]=2[N:8]=[C:7]1[NH:15][CH:16]1[CH2:21][CH2:20][NH:19][CH2:18][CH2:17]1 |f:3.4|. Reported procedure: Combine (1-(2-(trifluoromethoxy)ethyl)-1H-benzimidazol-2-yl)(1-(t-butoxycarbonyl)piperidin-4-yl)amine and a solution of hydrochloric acid in dioxane (10 mL, 4 M). After 1 hour, evaporate in vacuo to give the title compound. As a reaction SMILES: [CH3:15][C:16]([CH2:17][C:18]([CH3:19])=[O:20])=[O:21].[OH:1][c:2]1[cH:3][c:4]([CH:5]=[O:6])[cH:7][c:8]([C:11]([F:12])([F:13])[F:14])[c:9]1[OH:10]>>[OH:1][c:2]1[cH:3][c:4]([CH:5]=[C:17]([C:16]([CH3:15])=[O:21])[C:18]([CH3:19])=[O:20])[cH:7][c:8]([C:11]([F:12])([F:13])[F:14])[c:9]1[OH:10]. Starting materials: CC(=O)CC(C)=O, O=Cc1cc(O)c(O)c(C(F)(F)F)c1. Yields the product CC(=O)C(=Cc1cc(O)c(O)c(C(F)(F)F)c1)C(C)=O. The reactants are CCOC(=O)c1cncc(C#C[Si](C)(C)C)c1, CCCC[N+](CCCC)(CCCC)CCCC, CCOC(C)=O, [Cl-], [Cu]I, [F-], Fc1cccc(I)c1, [NH4+], C1CCOC1, Cl[Pd]Cl, c1ccc(P(c2ccccc2)c2ccccc2)cc1, c1ccc(P(c2ccccc2)c2ccccc2)cc1. The product is CCOC(=O)c1cncc(C#Cc2cccc(F)c2)c1. RXN SMILES: [CH2:32]([CH3:33])[O:34][C:35]([c:36]1[cH:37][n:38][cH:39][c:40]([C:42]#[C:43][Si:44]([CH3:45])([CH3:46])[CH3:47])[cH:41]1)=[O:48].[CH3:2][CH2:3][CH2:4][CH2:5][N+:6]([CH2:7][CH2:8][CH2:9][CH3:10])([CH2:11][CH2:12][CH2:13][CH3:14])[CH2:15][CH2:16][CH2:17][CH3:18].[CH3:51][CH2:52][O:53][C:54](=[O:55])[CH3:56].[Cl-:49].[Cu:98][I:99].[F-:1].[I:24][c:25]1[cH:26][c:27]([F:31])[cH:28][cH:29][cH:30]1.[NH4+:50].[O:19]1[CH2:20][CH2:21][CH2:22][CH2:23]1.[Pd:57]([Cl:58])[Cl:59].[c:60]1([P:61]([c:62]2[cH:63][cH:64][cH:65][cH:66][cH:67]2)[c:68]2[cH:69][cH:70][cH:71][cH:72][cH:73]2)[cH:74][cH:75][cH:76][cH:77][cH:78]1.[c:79]1([P:80]([c:81]2[cH:82][cH:83][cH:84][cH:85][cH:86]2)[c:87]2[cH:88][cH:89][cH:90][cH:91][cH:92]2)[cH:93][cH:94][cH:95][cH:96][cH:97]1>>[c:25]1([C:43]#[C:42][c:40]2[cH:39][n:38][cH:37][c:36]([C:35]([O:34][CH2:32][CH3:33])=[O:48])[cH:41]2)[cH:26][c:27]([F:31])[cH:28][cH:29][cH:30]1. The reactants are C(#N)C1=CC=C(OC=2C=C(C(=O)NC3CCNCC3)C=C(C2)OC2=CC=C(C=C2)C#N)C=C1 (3,5-bis-(4-cyano-phenoxy)-N-piperidin-4-yl-benzamide), BrCC1CC1 (bromomethyl-cyclopropane). Yields the product C(#N)C1=CC=C(OC=2C=C(C(=O)NC3CCN(CC3)CC3CC3)C=C(C2)OC2=CC=C(C=C2)C#N)C=C1 (3,5-Bis-(4-cyano-phenoxy)-N-(1-cyclopropylmethyl-piperidin-4-yl)-benzamide). Isolated yield 71.2%. RXN SMILES: [C:1]([C:3]1[CH:33]=[CH:32][C:6]([O:7][C:8]2[CH:9]=[C:10]([CH:20]=[C:21]([O:23][C:24]3[CH:29]=[CH:28][C:27]([C:30]#[N:31])=[CH:26][CH:25]=3)[CH:22]=2)[C:11]([NH:13][CH:14]2[CH2:19][CH2:18][NH:17][CH2:16][CH2:15]2)=[O:12])=[CH:5][CH:4]=1)#[N:2].Br[CH2:35][CH:36]1[CH2:38][CH2:37]1>>[C:1]([C:3]1[CH:4]=[CH:5][C:6]([O:7][C:8]2[CH:9]=[C:10]([CH:20]=[C:21]([O:23][C:24]3[CH:25]=[CH:26][C:27]([C:30]#[N:31])=[CH:28][CH:29]=3)[CH:22]=2)[C:11]([NH:13][CH:14]2[CH2:15][CH2:16][N:17]([CH2:35][CH:36]3[CH2:38][CH2:37]3)[CH2:18][CH2:19]2)=[O:12])=[CH:32][CH:33]=1)#[N:2]. Procedure details: Following procedure of Example 11(e) 3,5-bis-(4-cyano-phenoxy)-N-piperidin-4-yl-benzamide 0.5 g (1.14 mmol) and bromomethyl-cyclopropane (0.231 g, 1.71 mmol) were used to afford 0.4 g of the required product. Percentage purity (LCMS): 45.0%, (M+1)=492.2+1 Reactants: CS(=O)(=O)C(CC#CCCCC(=O)OC)CCCC(CCCCC)OC(C)=O (Methyl 8-methylsulfonyl-12-acetoxy-5-heptadecynoate), [OH-].[Na+] (sodium hydroxide). Procedure details: Methyl 8-methylsulfonyl-12-acetoxy-5-heptadecynoate (41.6 g., 0.10 mole) is added to a solution of sodium hydroxide (12.0 g., 0.3 mole) in water (120 ml.) and methanol (600 ml.). The resulting solution is heated at 55°-60° C. for 24 hours. Most of the methanol is removed by evaporation in vacuo. The residue is diluted with water and extracted with ether. The aqueous solution is acidified with concentrated hydrochloric acid. The product which separates is taken up in ether, washed with water and ... Reaction SMILES: [CH3:1][S:2]([CH:5]([CH2:16][CH2:17][CH2:18][CH:19]([O:25]C(=O)C)[CH2:20][CH2:21][CH2:22][CH2:23][CH3:24])[CH2:6][C:7]#[C:8][CH2:9][CH2:10][CH2:11][C:12]([O:14]C)=[O:13])(=[O:4])=[O:3].[OH-].[Na+]>O.CO>[CH3:1][S:2]([CH:5]([CH2:16][CH2:17][CH2:18][CH:19]([OH:25])[CH2:20][CH2:21][CH2:22][CH2:23][CH3:24])[CH2:6][C:7]#[C:8][CH2:9][CH2:10][CH2:11][C:12]([OH:14])=[O:13])(=[O:3])=[O:4] |f:1.2|. Product: CS(=O)(=O)C(CC#CCCCC(=O)O)CCCC(CCCCC)O (8-methylsulfonyl-12-hydroxy-5-heptadecynoic acid). The solvent is O (water), CO (methanol). Reactants: tetrakistriphenylphosphine palladium, FC=1C=C(C=CC1)B(O)O (3-fluorophenylboronic acid), tripotassium phosphate n-hydrate, COCCOC (1,2-dimethoxyethane), ClC1=NC=NC(=C1)Cl (4,6-dichloropyrimidine). Run in O (water), O (water). Conditions: temperature 80 celsius, time 7 hour. Yields the product ClC1=NC=NC(=C1)C1=CC(=CC=C1)F (4-chloro-6-(3-fluorophenyl)pyrimidine). The yield is 24.7%. RXN SMILES: [F:1][C:2]1[CH:3]=[C:4](B(O)O)[CH:5]=[CH:6][CH:7]=1.COCCOC.[Cl:17][C:18]1[CH:23]=[C:22](Cl)[N:21]=[CH:20][N:19]=1>O>[Cl:17][C:18]1[CH:23]=[C:22]([C:4]2[CH:5]=[CH:6][CH:7]=[C:2]([F:1])[CH:3]=2)[N:21]=[CH:20][N:19]=1. Procedure details: A reaction vessel was charged with 0.303 g of tetrakistriphenylphosphine palladium, 1.344 g of 3-fluorophenylboronic acid, and 3.707 g of tripotassium phosphate n-hydrate, to which 36 ml of 1,2-dimethoxyethane, 9 ml of water, and 1.301 g of 4,6-dichloropyrimidine were added, followed by stirring at 80° C. under an atmosphere of a nitrogen gas for 7 hours. The reaction mixture was then left for cooling to room temperature, and water was added to the reaction mixture, which was extracted with ethy...